Dataset: the Open Reaction Database (ORD), a public repository of structured organic reaction records. Task: describe an organic reaction: reactants, conditions, products, and yield Starting materials: BrCCBr, C1CCOC1, [H-], [Na+], CC(C)(C)OC(=O)Cc1nccs1. The product is CC(C)(C)OC(=O)C1(c2nccs2)CC1. As a reaction SMILES: [Br:16][CH2:17][CH2:18][Br:19].[CH2:20]1[O:21][CH2:22][CH2:23][CH2:24]1.[H-:1].[Na+:2].[s:3]1[c:4]([CH2:8][C:9](=[O:10])[O:11][C:12]([CH3:13])([CH3:14])[CH3:15])[n:5][cH:6][cH:7]1>>[s:3]1[c:4]([C:8]2([C:9](=[O:10])[O:11][C:12]([CH3:13])([CH3:14])[CH3:15])[CH2:17][CH2:18]2)[n:5][cH:6][cH:7]1. The reactants are [Sn](Cl)(Cl)(Cl)Cl (Tin(IV) chloride), O (water), CC=1SC(=CC1)C (2,5 Dimethylthiophene), C1(CC1)C(=O)Cl (cyclopropylcarbonyl chloride). Solvent: ClCCl (dichloromethane), ClCCl (dichloromethane). The product is ketone, C1(CC1)C(=O)C1=C(SC(=C1)C)C (2,5-dimethyl-3-thienyl cyclopropyl ketone). RXN SMILES: [CH3:1][C:2]1[S:3][C:4]([CH3:7])=[CH:5][CH:6]=1.[CH:8]1([C:11](Cl)=[O:12])[CH2:10][CH2:9]1.[Sn](Cl)(Cl)(Cl)Cl.O>ClCCl>[CH:8]1([C:11]([C:6]2[CH:5]=[C:4]([CH3:7])[S:3][C:2]=2[CH3:1])=[O:12])[CH2:10][CH2:9]1. Procedure details: 2,5 Dimethylthiophene (50 g, 0.446 mole) and cyclopropylcarbonyl chloride (54.36 g, 0.52 mole) were dissolved in dichloromethane (500 ml) and cooled in an ice bath. Tin(IV) chloride (122.44 g, 0.470 mole) in dichloromethane (150 ml) was added slowly over 1 hour with stirring to form a deep red solution. The mixture was warmed to room temperature and stirred for a further hour. The mixture was then poured into cold water (750 ml) and stirred rapidly for 30 min. The dichloromethane layer was washe... The reactants are C(CC(O)(C(=O)[O-])CC(=O)[O-])(=O)[O-] (citrate), NC1=NC(=C2N=CNC2=N1)OC1=CC=CC=C1 (2-amino-6-phenoxy-9H-purine), N(=[N+]=[N-])[C@H]1C[C@@H](O[C@@H]1CO)N1C(=O)NC(=O)C(C)=C1 (3'-azido-3'-deoxythymidine). Run at temperature 50 celsius. Yields the product NC1=NC(=C2N=CN(C2=N1)[C@H]1C[C@@H]([C@H](O1)CO)N=[N+]=[N-])OC1=CC=CC=C1 (2-Amino-9-(3-azido-2,3-dideoxy-β-D-erythro-pentofuranosyl)-6-phenoxy-9H-purine). Yield: 54.0%. Reaction SMILES: C([O-])(=O)CC(CC([O-])=O)(C([O-])=O)O.[NH2:14][C:15]1[N:23]=[C:22]2[C:18]([N:19]=[CH:20][NH:21]2)=[C:17]([O:24][C:25]2[CH:30]=[CH:29][CH:28]=[CH:27][CH:26]=2)[N:16]=1.[N:31]([C@@H:34]1[C@@H:38]([CH2:39][OH:40])[O:37][C@@H:36](N2C=C(C)C(=O)NC2=O)[CH2:35]1)=[N+:32]=[N-:33]>>[NH2:14][C:15]1[N:23]=[C:22]2[C:18]([N:19]=[CH:20][N:21]2[C@@H:36]2[O:37][C@H:38]([CH2:39][OH:40])[C@@H:34]([N:31]=[N+:32]=[N-:33])[CH2:35]2)=[C:17]([O:24][C:25]2[CH:30]=[CH:29][CH:28]=[CH:27][CH:26]=2)[N:16]=1. Procedure: To 800 mL of an aqueous pH 6.0, 50 mm citrate buffer, prepared as described in Example 2c' was added 2-amino-6-phenoxy-9H-purine (0.181 g, 0.8 mmol) and 3'-azido-3'-deoxythymidine (1.069 g, 4.0 mmol). Solution was achieved by heating the mixture at 50° C. with sonication. A sample was removed as a control. A 40 mL solution of trans-N-deoxyribosylase (Example 2b) with an activity of 1500 units/mL was added. The reaction was heated at 50° C. Six days later, 0.181 g, 0.8 mmol, of 2-amino-6-phenoxyp... Reactants: CC(=O)N(c1cc2c(cnn2C2CCCCO2)cc1OCc1ccccc1)C1CCOCC1, CCO, CCOC(C)=O. Product: CC(=O)N(c1cc2c(cnn2C2CCCCO2)cc1O)C1CCOCC1. As a reaction SMILES: [CH2:1]([c:2]1[cH:3][cH:4][cH:5][cH:6][cH:7]1)[O:8][c:9]1[cH:10][c:11]2[cH:12][n:13][n:14]([CH:28]3[O:29][CH2:30][CH2:31][CH2:32][CH2:33]3)[c:15]2[cH:16][c:17]1[N:18]([C:19]([CH3:20])=[O:21])[CH:22]1[CH2:23][CH2:24][O:25][CH2:26][CH2:27]1.[CH3:34][CH2:35][OH:36].[CH3:37][CH2:38][O:39][C:40]([CH3:41])=[O:42]>>[OH:8][c:9]1[cH:10][c:11]2[cH:12][n:13][n:14]([CH:28]3[O:29][CH2:30][CH2:31][CH2:32][CH2:33]3)[c:15]2[cH:16][c:17]1[N:18]([C:19]([CH3:20])=[O:21])[CH:22]1[CH2:23][CH2:24][O:25][CH2:26][CH2:27]1. Reactants: COC1=CC=C(C=C1)NC=1N=NC(=CN1)C(C)NC(=O)C=1SC=CC1 (N-[1-(3-{[4-(methyloxy)phenyl]amino}-1,2,4-triazin-6-yl)ethyl]-2-thiophenecarboxamide), COC1=CC=C(C=C1)NC=1N=NC(=CN1)C(C)NC(=O)C=1SC=CC1 (N-[1-(3-{[4-(methyloxy)phenyl]amino}-1,2,4-triazin-6-yl)ethyl]-2-thiophenecarboxamide), P(=O)(Cl)(Cl)Cl (phosphorus oxychloride). The solvent is ClCCCl (1,2-dichloroethane). Yields the product CC=1N=C(N2N=C(N=CC21)NC2=CC=C(C=C2)OC)C=2SC=CC2 (5-methyl-N-[4-(methyloxy)phenyl]-7-(2-thienyl)imidazo[5,1-f][1,2,4]triazin-2-amine). Yield: 41.7%. Reaction SMILES: [CH3:1][O:2][C:3]1[CH:8]=[CH:7][C:6]([NH:9][C:10]2[N:11]=[N:12][C:13]([CH:16]([NH:18][C:19]([C:21]3[S:22][CH:23]=[CH:24][CH:25]=3)=O)[CH3:17])=[CH:14][N:15]=2)=[CH:5][CH:4]=1.P(Cl)(Cl)(Cl)=O>ClCCCl>[CH3:17][C:16]1[N:18]=[C:19]([C:21]2[S:22][CH:23]=[CH:24][CH:25]=2)[N:12]2[C:13]=1[CH:14]=[N:15][C:10]([NH:9][C:6]1[CH:7]=[CH:8][C:3]([O:2][CH3:1])=[CH:4][CH:5]=1)=[N:11]2. Procedure: Applying the Cyclization Procedure 1, using N-[1-(3-{[4-(methyloxy)phenyl]amino}-1,2,4-triazin-6-yl)ethyl]-2-thiophenecarboxamide (Intermediate 61) (115 mg, 0.32 mmol), 1,2-dichloroethane (5 mL) and phosphorus oxychloride (0.24 mL, 2.57 mmol), to afford 5-methyl-N-[4-(methyloxy)phenyl]-7-(2-thienyl)imidazo[5,1-f][1,2,4]triazin-2-amine (45 mg) as a yellow solid. MS m/z 338 (M+1). The reactants are COC(=O)C12CCC(CC1)(C2)C(=O)O (4-(methoxycarbonyl)bicyclo[2.2.1]heptane-1-carboxylic acid), C1(=CC=CC=C1)P(=O)(C1=CC=CC=C1)N=[N+]=[N-] (diphenyl phosphoryl azide), TEA, C(C)(C)(C)O (tert-butanol), CCOCC (Et2O). The solvent is C1(=CC=CC=C1)C (toluene). Conditions: time 1 hour. The product is C(C)(C)(C)OC(=O)NC12CCC(CC1)(C2)C(=O)OC (methyl 4-(tert-butoxycarbonylamino)bicyclo[2.2.1]heptane-1-carboxylate). The yield is 81.0%. Reaction SMILES: [CH3:1][O:2][C:3]([C:5]12[CH2:11][C:8](C(O)=O)([CH2:9][CH2:10]1)[CH2:7][CH2:6]2)=[O:4].C1(P([N:29]=[N+]=[N-])(C2C=CC=CC=2)=O)C=CC=CC=1.[C:32]([OH:36])([CH3:35])([CH3:34])[CH3:33].CC[O:39][CH2:40]C>C1(C)C=CC=CC=1>[C:32]([O:36][C:40]([NH:29][C:8]12[CH2:11][C:5]([C:3]([O:2][CH3:1])=[O:4])([CH2:6][CH2:7]1)[CH2:10][CH2:9]2)=[O:39])([CH3:35])([CH3:34])[CH3:33]. Reported procedure: To a solution of 4-(methoxycarbonyl)bicyclo[2.2.1]heptane-1-carboxylic acid (2.01 g, 10.1 mmol) in toluene (30 mL) was added diphenyl phosphoryl azide (2.20 mL, 10.2 mmol) and TEA (1.60 mL, 11.5 mmol). The mixture was stirred at room temperature for about 1 h followed by heating at about 50° C. for about 3 h and further heating at about 70° C. for about 2 h. The reaction was cooled to room temperature and concentrated to dryness under reduced pressure. The residue was diluted in tert-butanol (10...